describe an organic reaction: reactants, conditions, products, and yield From a dataset of the Open Reaction Database (ORD), a public repository of structured organic reaction records. The product is CC(C)C(=O)Nc1cccc(C2CCN(CCCCNC(=O)c3ccc(Oc4cc(Cl)cc(Cl)c4)o3)CC2)c1. Reaction SMILES: [CH2:41]1[O:42][CH2:43][CH2:44][CH2:45]1.[Cl:24][c:25]1[cH:26][c:27]([O:28][c:29]2[cH:30][cH:31][c:32]([C:34](=[O:35])[Cl:36])[o:33]2)[cH:37][c:38]([Cl:40])[cH:39]1.[Cl:46][CH2:47][Cl:48].[NH2:1][CH2:2][CH2:3][CH2:4][CH2:5][N:6]1[CH2:7][CH2:8][CH:9]([c:12]2[cH:13][c:14]([NH:18][C:19]([CH:20]([CH3:21])[CH3:22])=[O:23])[cH:15][cH:16][cH:17]2)[CH2:10][CH2:11]1>>[NH:1]([CH2:2][CH2:3][CH2:4][CH2:5][N:6]1[CH2:7][CH2:8][CH:9]([c:12]2[cH:13][c:14]([NH:18][C:19]([CH:20]([CH3:21])[CH3:22])=[O:23])[cH:15][cH:16][cH:17]2)[CH2:10][CH2:11]1)[C:34]([c:32]1[cH:31][cH:30][c:29]([O:28][c:27]2[cH:26][c:25]([Cl:24])[cH:39][c:38]([Cl:40])[cH:37]2)[o:33]1)=[O:35]. The reactants are C1CCOC1, O=C(Cl)c1ccc(Oc2cc(Cl)cc(Cl)c2)o1, ClCCl, CC(C)C(=O)Nc1cccc(C2CCN(CCCCN)CC2)c1.